Dataset: the Open Reaction Database (ORD), a public repository of structured organic reaction records. Task: describe an organic reaction: reactants, conditions, products, and yield Reactants: C(C)(C)(C)OC(=O)N[C@H]([C@H](CC(=O)O)O)CC(C)C (4(S)-t-butoxycarbonylamino-3(S)-hydroxy-6-methylheptanoic acid), ON1C(=O)C2C3C=CC(C2C1=O)C3 (N-hydroxy-5-norbornene-2,3-dicarboximide), C1(CCCCC1)N=C=NC1CCCCC1 (dicyclohexylcarbodiimide), Cl.C(C)N (ethylamine hydrochloride), CN1CCOCC1 (N-methylmorpholine). Run in C(Cl)Cl (methylene chloride). Conditions: time 1 hour. Product: C(C)(C)(C)OC(=O)N[C@H]([C@H](CC(=O)NCC)O)CC(C)C (4(S)-t-Butoxycarbonylamino-N-ethyl-3(S)-hydroxy-6-methylheptanamide). RXN SMILES: [C:1]([O:5][C:6]([NH:8][C@@H:9]([CH2:16][CH:17]([CH3:19])[CH3:18])[C@@H:10]([OH:15])[CH2:11][C:12]([OH:14])=O)=[O:7])([CH3:4])([CH3:3])[CH3:2].O[N:21]1C(=O)C2[CH:24](C3CC2C=C3)[C:22]1=O.C1(N=C=NC2CCCCC2)CCCCC1.Cl.C(N)C.CN1CCOCC1>C(Cl)Cl>[C:1]([O:5][C:6]([NH:8][C@@H:9]([CH2:16][CH:17]([CH3:19])[CH3:18])[C@@H:10]([OH:15])[CH2:11][C:12]([NH:21][CH2:22][CH3:24])=[O:14])=[O:7])([CH3:2])([CH3:3])[CH3:4] |f:3.4|. Reported procedure: 275 mg (1 mmole) of 4(S)-t-butoxycarbonylamino-3(S)-hydroxy-6-methylheptanoic acid and 197 mg (1.1 mmole) of N-hydroxy-5-norbornene-2,3-dicarboximide were dissolved in 10 ml of methylene chloride and ice-cooled. To this solution were added 227 mg (1.1 mmole) of dicyclohexylcarbodiimide, and the mixture was stirred for 1 hour whilst ice-cooling and for a further 2 hours at room temperature. 90 mg (1.1 mmole) of ethylamine hydrochloride and 111 mg (1.1 mmole) of N-methylmorpholine were then added ... Reactants: BrC1=CC=C2C(=C(C(OC2=C1)=O)C(=O)NCC(=O)O)O ([(7-bromo-4-hydroxy-2-oxo-2H-chromene-3-carbonyl)-amino]-acetic acid), S(=O)(Cl)Cl (thionyl chloride), C(C)O (ethanol). The product is C(C)OC(CNC(=O)C=1C(OC2=CC(=CC=C2C1O)Br)=O)=O ([(7-Bromo-4-hydroxy-2-oxo-2H-chromene-3-carbonyl)-amino]-acetic acid ethyl ester). Reaction SMILES: [Br:1][C:2]1[CH:11]=[C:10]2[C:5]([C:6]([OH:20])=[C:7]([C:13]([NH:15][CH2:16][C:17]([OH:19])=[O:18])=[O:14])[C:8](=[O:12])[O:9]2)=[CH:4][CH:3]=1.S(Cl)(Cl)=O.[CH2:25](O)[CH3:26]>>[CH2:25]([O:18][C:17](=[O:19])[CH2:16][NH:15][C:13]([C:7]1[C:8](=[O:12])[O:9][C:10]2[C:5]([C:6]=1[OH:20])=[CH:4][CH:3]=[C:2]([Br:1])[CH:11]=2)=[O:14])[CH3:26]. Procedure: A mixture of [(7-bromo-4-hydroxy-2-oxo-2H-chromene-3-carbonyl)-amino]-acetic acid (3.209 g, 9.38 mmol) and thionyl chloride (2.05 mL, 28.1 mmol) in ethanol (75 mL) was refluxed for 2 h; then cooled, the precipitates were collected via filtration and washed with cold ethanol, air dried to give the desired product (3.153 g). 1H NMR (200 MHz, CDCl3): δ (ppm)=17.5 (s, 1H), 9.5 (br, 1H), 7.88 (dd, 1H, J=0.6 Hz, 8.4 Hz), 7.5-7.2 (m, 2H), 4.32-4.18 (m, 4H), 1.32 (t, 3H, J=7.0 Hz). Starting materials: CC(C)(C)O, O=C=NS(=O)(=O)Cl, c1ccccc1. Product: CC(C)(C)OC(=O)NS(=O)(=O)Cl. As a reaction SMILES: [C:8]([CH3:9])([CH3:10])([CH3:11])[OH:12].[Cl:1][S:2](=[O:3])(=[O:4])[N:5]=[C:6]=[O:7].[cH:13]1[cH:14][cH:15][cH:16][cH:17][cH:18]1>>[Cl:1][S:2](=[O:3])(=[O:4])[NH:5][C:6](=[O:7])[O:12][C:8]([CH3:9])([CH3:10])[CH3:11]. Reactants: O=C(C(=O)[C@H](CCCC)NC(OCC1(CCC1)COC1=NC(=NC=C1)Cl)=O)N[C@H](C)C1=CC=CC=C1 ((1-{[(2-chloro-4-pyrimidinyl)oxy]methyl}cyclobutyl)methyl (1S)-1-(oxo{[(1R)-1-phenylethyl]amino}acetyl)pentylcarbamate), CN1CCCCC1 (N-methylpiperidine), CN(C=O)C (N,N-dimethylformamide). Conditions: temperature 90 celsius. The product is CN1CCN(CC1)C1=NC=CC(=N1)OCC1(CCC1)CO ([1-({[2-(4-methyl-1-piperazinyl)-4-pyrimidinyl]oxy}methyl)cyclobutyl]methanol). Reaction SMILES: O=C(N[C@@H](C1C=CC=CC=1)C)C([C@@H](NC(=O)[O:12][CH2:13][C:14]1([CH2:18][O:19][C:20]2[CH:25]=[CH:24][N:23]=[C:22](Cl)[N:21]=2)[CH2:17][CH2:16][CH2:15]1)CCCC)=O.[CH3:37][N:38]1[CH2:43][CH2:42]C[CH2:40][CH2:39]1.C[N:45](C)C=O>>[CH3:37][N:38]1[CH2:43][CH2:42][N:45]([C:22]2[N:21]=[C:20]([O:19][CH2:18][C:14]3([CH2:13][OH:12])[CH2:15][CH2:16][CH2:17]3)[CH:25]=[CH:24][N:23]=2)[CH2:40][CH2:39]1. Procedure details: To a solution of 0.5 g (2.19 mmol) of (1-{[(2-chloro-4-pyrimidinyl)oxy]methyl}cyclobutyl)methyl (1S)-1-(oxo{[(1R)-1-phenylethyl]amino}acetyl)pentylcarbamate in 5.0 mL of N,N-dimethylformamide was added 0.36 mL (3.28 mmol) of N-methylpiperidine and the contents heated at 90° C. for 3 h. The reaction was concentrated under vacuum and taken directly to the next step. 1H NMR (300 MHz, CDCl3) δ 8.05 (d, J=6 Hz, 1H), 5.97 (d, J=6 Hz, 1H), 4.41 (s, 2H), 3.81 (t, J=5 Hz, 4H), 3.63 (s, 2H), 2.45 (t, J=5 ...